This data is from the Open Reaction Database (ORD), a public repository of structured organic reaction records. The task is: describe an organic reaction: reactants, conditions, products, and yield The reactants are O=C([O-])O, CC[SiH](CC)CC, CN(C(=O)CCSC(c1ccccc1)(c1ccccc1)c1ccccc1)c1nnc(-c2cccnc2)s1, ClCCl, [Na+], O=C(O)C(F)(F)F. The product is CN(C(=O)CCS)c1nnc(-c2cccnc2)s1. Reaction SMILES: [C:55](=[O:56])([OH:57])[O-:58].[CH2:1]([SiH:2]([CH2:3][CH3:4])[CH2:5][CH3:6])[CH3:7].[CH3:15][N:16]([C:17]([CH2:18][CH2:19][S:20][C:21]([c:22]1[cH:23][cH:24][cH:25][cH:26][cH:27]1)([c:28]1[cH:29][cH:30][cH:31][cH:32][cH:33]1)[c:34]1[cH:35][cH:36][cH:37][cH:38][cH:39]1)=[O:40])[c:41]1[s:42][c:43](-[c:46]2[cH:47][n:48][cH:49][cH:50][cH:51]2)[n:44][n:45]1.[Cl:52][CH2:53][Cl:54].[Na+:59].[OH:8][C:9]([C:10]([F:11])([F:12])[F:13])=[O:14]>>[CH3:15][N:16]([C:17]([CH2:18][CH2:19][SH:20])=[O:40])[c:41]1[s:42][c:43](-[c:46]2[cH:47][n:48][cH:49][cH:50][cH:51]2)[n:44][n:45]1. Starting materials: [O-]Cl, Cl, Cl, [Na+], [Na+], O=C(O)COc1c[nH]ccc1=O, [OH-]. Yields the product O=C(O)COc1c[nH]cc(Cl)c1=O. RXN SMILES: [Cl:13][O-:14].[Cl:16].[ClH:17].[Na+:15].[Na+:19].[O:1]=[c:2]1[c:3]([O:8][CH2:9][C:10](=[O:11])[OH:12])[cH:4][nH:5][cH:6][cH:7]1.[OH-:18]>>[O:1]=[c:2]1[c:3]([O:8][CH2:9][C:10](=[O:11])[OH:12])[cH:4][nH:5][cH:6][c:7]1[Cl:13].